This data is from the Open Reaction Database (ORD), a public repository of structured organic reaction records. The task is: describe an organic reaction: reactants, conditions, products, and yield Starting materials: C(C)OC(=O)C=1N=C(SC1)N(C1=CC(=C(C=C1)OC)OC)C(C1=C(C=CC=C1)Cl)=O (2-[(2-Chloro-benzoyl)-(3,4-dimethoxy-phenyl)-amino]-thiazole-4-carboxylic acid ethyl ester), C(C)(=O)O (acetic acid), Cl (HCl). The solvent is O1CCOCC1 (dioxane). Run at temperature 60 celsius. Product: ClC1=C(C(=O)N(C=2SC=C(N2)C(=O)O)C2=CC(=C(C=C2)OC)OC)C=CC=C1 (2-[(2-Chloro-benzoyl)-(3,4-dimethoxy-phenyl)-amino]-thiazole-4-carboxylic acid). As a reaction SMILES: C([O:3][C:4]([C:6]1[N:7]=[C:8]([N:11]([C:22](=[O:30])[C:23]2[CH:28]=[CH:27][CH:26]=[CH:25][C:24]=2[Cl:29])[C:12]2[CH:17]=[CH:16][C:15]([O:18][CH3:19])=[C:14]([O:20][CH3:21])[CH:13]=2)[S:9][CH:10]=1)=[O:5])C.C(O)(=O)C.Cl>O1CCOCC1>[Cl:29][C:24]1[CH:25]=[CH:26][CH:27]=[CH:28][C:23]=1[C:22]([N:11]([C:12]1[CH:17]=[CH:16][C:15]([O:18][CH3:19])=[C:14]([O:20][CH3:21])[CH:13]=1)[C:8]1[S:9][CH:10]=[C:6]([C:4]([OH:5])=[O:3])[N:7]=1)=[O:30]. Reported procedure: A mixture of 2.09 g (4.68 mmol) 2-[(2-Chloro-benzoyl)-(3,4-dimethoxy-phenyl)-amino]-thiazole-4-carboxylic acid ethyl ester, 2.5 ml acetic acid and 7.5 ml HCl conc. in 10 ml dioxane was heated to 60° C. for 2 h. The mixture was subjected to reversed phase HPLC purification eluting with an acetonitrile/water gradient to yield after evaporation of the product fractions 1.1 g (56%) of the title compound. MS (m/e): 419.2 (MH+, 100%) Starting materials: C(C)NC([C@@H](NC(=O)OCC1=CC=CC=C1)C)=O (benzyloxycarbonyl alanine ethylamide), C(C1=CC=CC=C1)OC(=O)N[C@@H](C)C(=O)O (benzyloxycarbonyl alanine), C(CC)NC([C@H]1N(CCC1)C([C@@H](N)C)=O)=O (alanyl proline propylamide). Run in CN(C=O)C (dimethylformamide). Yields the product C(CC)NC([C@H]1N(CCC1)C([C@@H](NC([C@@H](NC(=O)OCC1=CC=CC=C1)C)=O)C)=O)=O (Benzyloxycarbonylalanyl-alanyl Proline Propylamide). The yield is 71.0%. Reaction SMILES: C(NC(=O)[C@H](C)NC(OCC1C=CC=CC=1)=O)C.[CH2:19]([O:26][C:27]([NH:29][C@H:30]([C:32]([OH:34])=O)[CH3:31])=[O:28])[C:20]1[CH:25]=[CH:24][CH:23]=[CH:22][CH:21]=1.[CH2:35]([NH:38][C:39](=[O:50])[C@@H:40]1[CH2:44][CH2:43][CH2:42][N:41]1[C:45](=[O:49])[C@H:46]([CH3:48])[NH2:47])[CH2:36][CH3:37]>CN(C)C=O>[CH2:35]([NH:38][C:39](=[O:50])[C@@H:40]1[CH2:44][CH2:43][CH2:42][N:41]1[C:45](=[O:49])[C@H:46]([CH3:48])[NH:47][C:32](=[O:34])[C@H:30]([CH3:31])[NH:29][C:27]([O:26][CH2:19][C:20]1[CH:21]=[CH:22][CH:23]=[CH:24][CH:25]=1)=[O:28])[CH2:36][CH3:37]. Reported procedure: This compound was prepared by a process analogous to that employed in preparing benzyloxycarbonyl alanine ethylamide from benzyloxycarbonyl alanine and alanyl proline propylamide in a 71% yield with a melting point of 101 to 103 degrees C. [α]D20 -47.7 degrees (c 0.3; dimethylformamide). Starting materials: COC(=O)c1ccc(Br)cc1, COc1ccc(-c2ccccc2)c2nc(N)nn12, Cc1ccccc1, Cl, C1COCCO1. Product: COc1ccc(-c2ccccc2)c2nc(NC(=O)c3ccc(Br)cc3)nn12. Reaction SMILES: [CH3:19][O:20][C:21](=[O:22])[c:23]1[cH:24][cH:25][c:26]([Br:29])[cH:27][cH:28]1.[CH3:1][O:2][c:3]1[cH:4][cH:5][c:6](-[c:13]2[cH:14][cH:15][cH:16][cH:17][cH:18]2)[c:7]2[n:8]1[n:9][c:10]([NH2:12])[n:11]2.[CH3:37][c:38]1[cH:39][cH:40][cH:41][cH:42][cH:43]1.[ClH:30].[O:31]1[CH2:32][CH2:33][O:34][CH2:35][CH2:36]1>>[CH3:1][O:2][c:3]1[cH:4][cH:5][c:6](-[c:13]2[cH:14][cH:15][cH:16][cH:17][cH:18]2)[c:7]2[n:8]1[n:9][c:10]([NH:12][C:21](=[O:20])[c:23]1[cH:24][cH:25][c:26]([Br:29])[cH:27][cH:28]1)[n:11]2. Starting materials: O=C1N(C=NN1C1=CC=C(C=C1)NC(OC1=CC=CC=C1)=O)C1=CC=C(C=C1)OCC(C(F)F)(F)F (Phenyl 4-[5-oxo-4-[4-(2,2,3,3-tetrafluoropropoxy)-phenyl]-1H,4H-1,2,4-triazol-1-yl]phenylcarbamate), C(C)O (ethanol), O.NN (hydrazine hydrate). Run in O1CCCC1 (tetrahydrofuran). The product is O=C1N(C=NN1C1=CC=C(C=C1)NC(NN)=O)C1=CC=C(C=C1)OCC(C(F)F)(F)F (4-[4-[5-oxo-4-[4-(2,2,3,3-tetrafluoropropoxy)phenyl]-1H,4H-1,2,4-triazol-1-yl]phenyl]semicarbazide). Isolated yield 97.8%. Reaction SMILES: [O:1]=[C:2]1[N:6]([C:7]2[CH:12]=[CH:11][C:10]([NH:13][C:14](=O)[O:15]C3C=CC=CC=3)=[CH:9][CH:8]=2)[N:5]=[CH:4][N:3]1[C:23]1[CH:28]=[CH:27][C:26]([O:29][CH2:30][C:31]([F:36])([F:35])[CH:32]([F:34])[F:33])=[CH:25][CH:24]=1.C(O)C.O.[NH2:41][NH2:42]>O1CCCC1>[O:1]=[C:2]1[N:6]([C:7]2[CH:8]=[CH:9][C:10]([NH:13][C:14](=[O:15])[NH:41][NH2:42])=[CH:11][CH:12]=2)[N:5]=[CH:4][N:3]1[C:23]1[CH:28]=[CH:27][C:26]([O:29][CH2:30][C:31]([F:35])([F:36])[CH:32]([F:34])[F:33])=[CH:25][CH:24]=1 |f:2.3|. Reported procedure: Phenyl 4-[5-oxo-4-[4-(2,2,3,3-tetrafluoropropoxy)-phenyl]-1H,4H-1,2,4-triazol-1-yl]phenylcarbamate (5.6 g) was added to a mixture of ethanol (100 ml) and tetrahydrofuran (100 ml). To the resulting mixture was added hydrazine hydrate (3 g) with stirring. The resultant was stirred at 80° C. for 2 hours and concentrated under reduce pressure to about 20 ml. After water (100 ml) was added, the precipitated crystals were collected by filtration, washed with ethanol and dried under reduced pressure to... Starting materials: C1(CCCCCO1)=O (ε-caprolactone), C1C(C)O1 (propylene oxide), poly(propylene oxide) triol. The reagents and catalysts are [C-]#N.[C-]#N.[C-]#N.[C-]#N.[C-]#N.[C-]#N.[C-]#N.[C-]#N.[C-]#N.[C-]#N.[C-]#N.[C-]#N.[Co+3].[Co+3].[Zn+2].[Zn+2].[Zn+2].[Cl-].[Zn+2].[Cl-].C(OC)COC.O (zinc hexacyanocobaltate zinc chloride glyme water). Solvent: O1CCCC1 (tetrahydrofuran). Run at temperature 90 celsius, time 1 hour. Product: C1(CCCCCO1)=O.C1C(C)O1 (ε-Caprolactone Propylene Oxide). As a reaction SMILES: [C:1]1(=[O:8])[O:7][CH2:6][CH2:5][CH2:4][CH2:3][CH2:2]1.[CH2:9]1[O:12][CH:10]1[CH3:11]>[C-]#N.[C-]#N.[C-]#N.[C-]#N.[C-]#N.[C-]#N.[C-]#N.[C-]#N.[C-]#N.[C-]#N.[C-]#N.[C-]#N.[Co+3].[Co+3].[Zn+2].[Zn+2].[Zn+2].[Cl-].[Zn+2].[Cl-].C(COC)OC.O.O1CCCC1>[C:1]1(=[O:8])[O:7][CH2:6][CH2:5][CH2:4][CH2:3][CH2:2]1.[CH2:9]1[O:12][CH:10]1[CH3:11] |f:2.3.4.5.6.7.8.9.10.11.12.13.14.15.16.17.18.19.20.21.22.23,25.26|. Procedure details: The one-liter reactor described in Example 1 was charged with a 480 molecular weight poly(propylene oxide) triol initiator (78.9 g), zinc hexacyanocobaltate/zinc chloride/glyme/water catalyst (0.575 g, 1000 ppm), and tetrahydrofuran (60 mL). The load cell was charged with a mixture of ε-caprolactone (140 g) and propylene oxide (357 g). The reactor was purged several times with nitrogen, then pressurized to about 5 psi. The reactor contents were stirred and heated to 90° C. over a 1.5 hour period...